Dataset: the Open Reaction Database (ORD), a public repository of structured organic reaction records. Task: describe an organic reaction: reactants, conditions, products, and yield Starting materials: C(CCC)[SnH](CCCC)CCCC (tributyltin hydride), C(C=C)OC(=O)N1[C@@H](CC(=CC1)C=1N=C(SC1)SC1=C(N2C([C@@H]([C@H]2[C@H]1C)[C@@H](C)O[Si](C)(C)C)=O)C(=O)OCC=C)CCl (allyl (4R,5S,6S)-3-({4-[(2S)-1-[(allyloxy)carbonyl]-2-(chloromethyl)-1,2,3,6-tetrahydro-4-pyridinyl]-1,3-thiazol-2-yl}sulfanyl)-4-methyl-7-oxo-6-{(1R)-1-[(trimethylsilyl)oxy]ethyl}-1-azabicyclo[3.2.0]hept-2-ene-2-carboxylate), Cl (hydrochloric acid), C(O)([O-])=O.[Na+] (sodium hydrogen carbonate), P(=O)([O-])([O-])[O-] (phosphate). The reagents and catalysts are Cl[Pd]([P](C1=CC=CC=C1)(C2=CC=CC=C2)C3=CC=CC=C3)([P](C4=CC=CC=C4)(C5=CC=CC=C5)C6=CC=CC=C6)Cl (bis(triphenylphosphine)palladium chloride). Solvent: C(C)(=O)O (acetic acid), C1CCOC1 (THF), O (water), ClCCl (dichloromethane). Conditions: time 15 minute. Product: O[C@H](C)[C@@H]1[C@H]2[C@H](C(=C(N2C1=O)C(=O)O)SC=1SC=C(N1)C=1C[C@H](NCC1)CCl)C ((4R,5S,6S)-6-[(1R)-1-hydroxyethyl]-3-({4-[(2S)-2-(chloromethyl)-1,2,3,6-tetrahydro-4-pyridinyl]-1,3-thiazol-2-yl}sulfanyl)-4-methyl-7-oxo-1-azabicyclo[3.2.0]hept-2-ene-2-carboxylic acid). Yield: 59.5%. Reaction SMILES: C(OC([N:7]1[CH2:12][CH:11]=[C:10]([C:13]2[N:14]=[C:15]([S:18][C:19]3[C@H:25]([CH3:26])[C@H:24]4[N:21]([C:22](=[O:34])[C@@H:23]4[C@H:27]([O:29][Si](C)(C)C)[CH3:28])[C:20]=3[C:35]([O:37]CC=C)=[O:36])[S:16][CH:17]=2)[CH2:9][C@H:8]1[CH2:41][Cl:42])=O)C=C.Cl.C(=O)([O-])O.[Na+].C([SnH](CCCC)CCCC)CCC.P([O-])([O-])([O-])=O>C1COCC1.Cl[Pd](Cl)([P](C1C=CC=CC=1)(C1C=CC=CC=1)C1C=CC=CC=1)[P](C1C=CC=CC=1)(C1C=CC=CC=1)C1C=CC=CC=1.ClCCl.C(O)(=O)C.O>[OH:29][C@@H:27]([C@H:23]1[C:22](=[O:34])[N:21]2[C@@H:24]1[C@@H:25]([CH3:26])[C:19]([S:18][C:15]1[S:16][CH:17]=[C:13]([C:10]3[CH2:9][C@@H:8]([CH2:41][Cl:42])[NH:7][CH2:12][CH:11]=3)[N:14]=1)=[C:20]2[C:35]([OH:37])=[O:36])[CH3:28] |f:2.3,^1:74,93|. Reported procedure: To a solution of allyl (4R,5S,6S)-3-({4-[(2S)-1-[(allyloxy)carbonyl]-2-(chloromethyl)-1,2,3,6-tetrahydro-4-pyridinyl]-1,3-thiazol-2-yl}sulfanyl)-4-methyl-7-oxo-6-{(1R)-1-[(trimethylsilyl)oxy]ethyl}-1-azabicyclo[3.2.0]hept-2-ene-2-carboxylate (54 mg, 0.083 mmol) in THF (4 ml) was added at 0° C. water (7 ml) and then the solution was adjusted to pH about 2 with 1N hydrochloric acid and stirred for 15 minutes. To the reaction mixture was added a saturated aqueous sodium hydrogen carbonate solution.... Procedure details: A mixture of compound D3 (355 mg, 0.500 mmol), cyclopropyl-(2,3-dichlorobenzyl)-amine (prepared from 2,3-dichlorobenzaldehyde and cyclopropylamine by reductive amination, 324 mg, 1.50 mmol), DIPEA (0.342 mL, 2.00 mmol), DMAP (15.3 mg, 0.125 mmol), HOBt (101 mg, 0.75 mmol) and EDC.HCl (288 mg, 1.50 mmol) in CH2Cl2 (7 mL) was stirred at rt for 2 weeks. The mixture was diluted with more CH2Cl2, and washed with aq. 1M HCl (3×) and aq. sat. NaHCO3 (1×). The org. extracts were dried over MgSO4, filter... As a reaction SMILES: [Cl:1][C:2]([Cl:45])([Cl:44])[C:3]([O:6][C:7]([N:9]1[CH:14]2[C:15]([C:34](O)=[O:35])=[C:16]([C:18]3[O:22][N:21]=[C:20]([CH2:23][CH2:24][CH2:25][O:26][Si:27]([C:30]([CH3:33])([CH3:32])[CH3:31])([CH3:29])[CH3:28])[CH:19]=3)[CH2:17][CH:10]1[CH2:11][N:12]([C:37]([O:39][C:40]([CH3:43])([CH3:42])[CH3:41])=[O:38])[CH2:13]2)=[O:8])([CH3:5])[CH3:4].[CH:46]1([NH:49][CH2:50][C:51]2[CH:56]=[CH:55][CH:54]=[C:53]([Cl:57])[C:52]=2[Cl:58])[CH2:48][CH2:47]1.CCN(C(C)C)C(C)C.C1C=CC2N(O)N=NC=2C=1.CCN=C=NCCCN(C)C.Cl>CN(C1C=CN=CC=1)C.C(Cl)Cl>[Cl:44][C:2]([Cl:1])([Cl:45])[C:3]([O:6][C:7]([N:9]1[CH:14]2[C:15]([C:34](=[O:35])[N:49]([CH:46]3[CH2:47][CH2:48]3)[CH2:50][C:51]3[CH:56]=[CH:55][CH:54]=[C:53]([Cl:57])[C:52]=3[Cl:58])=[C:16]([C:18]3[O:22][N:21]=[C:20]([CH2:23][CH2:24][CH2:25][O:26][Si:27]([C:30]([CH3:33])([CH3:32])[CH3:31])([CH3:29])[CH3:28])[CH:19]=3)[CH2:17][CH:10]1[CH2:11][N:12]([C:37]([O:39][C:40]([CH3:43])([CH3:42])[CH3:41])=[O:38])[CH2:13]2)=[O:8])([CH3:4])[CH3:5] |f:4.5|. Reactants: ClC(C(C)(C)OC(=O)N1C2CN(CC1C(=C(C2)C2=CC(=NO2)CCCO[Si](C)(C)C(C)(C)C)C(=O)O)C(=O)OC(C)(C)C)(Cl)Cl (7-{3-[3-(tert-Butyldimethylsilanyloxy)propyl]isoxazol-5-yl}-3,9-diazabicyclo[3.3.1]non-6-ene-3,6,9-tricarboxylic acid 3-tert-butyl ester 9-(2,2,2-trichloro-1,1-dimethylethyl) ester), C1(CC1)NCC1=C(C(=CC=C1)Cl)Cl (cyclopropyl-(2,3-dichlorobenzyl)-amine), CCN(C(C)C)C(C)C (DIPEA), C=1C=CC2=C(C1)N=NN2O (HOBt), CCN=C=NCCCN(C)C.Cl (EDC.HCl). Run in C(Cl)Cl (CH2Cl2), C(Cl)Cl (CH2Cl2). Yields the product ClC(C(C)(C)OC(=O)N1C2CN(CC1C(=C(C2)C2=CC(=NO2)CCCO[Si](C)(C)C(C)(C)C)C(N(CC2=C(C(=CC=C2)Cl)Cl)C2CC2)=O)C(=O)OC(C)(C)C)(Cl)Cl (7-{3-[3-(tert-Butyldimethylsilanyloxy)propyl]isoxazol-5-yl}-6-[cyclopropyl-(2,3-dichlorobenzyl)carbamoyl]-3,9-diazabicyclo[3.3.1]non-6-ene-3,9-dicarboxylic acid 3-tert-butyl ester 9-(2,2,2-trichloro-1,1-dimethylethyl) ester). Reagents/catalysts: CN(C)C=1C=CN=CC1 (DMAP). Yield: 35.2%. As a reaction SMILES: [CH3:28][S:29]([CH3:30])=[O:31].[Cl:18][c:19]1[n:20][c:21]([CH3:26])[cH:22][c:23]([CH3:25])[n:24]1.[Cl:1][c:2]1[cH:3][c:4]([OH:15])[cH:5][cH:6][c:7]1[NH:8][C:9]([C:10]([CH3:11])([CH3:12])[CH3:13])=[O:14].[K+:17].[OH-:16].[OH2:27]>>[Cl:1][c:2]1[cH:3][c:4]([O:15][c:19]2[n:20][c:21]([CH3:26])[cH:22][c:23]([CH3:25])[n:24]2)[cH:5][cH:6][c:7]1[NH:8][C:9]([C:10]([CH3:11])([CH3:12])[CH3:13])=[O:14]. Reactants: CS(C)=O, Cc1cc(C)nc(Cl)n1, CC(C)(C)C(=O)Nc1ccc(O)cc1Cl, [K+], [OH-], O. Yields the product Cc1cc(C)nc(Oc2ccc(NC(=O)C(C)(C)C)c(Cl)c2)n1. Yields the product C(C)(C)(C)OC(=O)N([C@H]1CN(CCC1)C(=O)OCC1=CC=CC=C1)C ((R)-benzyl 3-(tert-butoxycarbonyl(methyl)amino)piperidine-1-carboxylate). Reactants: IC (iodomethane), O (Water), C(C)(C)(C)OC(=O)N[C@H]1CN(CCC1)C(=O)OCC1=CC=CC=C1 ((R)-benzyl 3-(tert-butoxycarbonylamino)piperidine-1-carboxylate), [H-].[Na+] (sodium hydride), oil. Reported procedure: A solution of (R)-benzyl 3-(tert-butoxycarbonylamino)piperidine-1-carboxylate (5.00 g, 14.95 mmol) in dry DMF (50 mL) was added dropwise to a suspension of sodium hydride 60% in mineral oil (0.7176 g, 17.94 mmol) in dry DMF (10 mL). The mixture was stirred at 0° C. for 1 hour and allowed to stir at room temperature for 2 hours. Then the mixture was cooled to 0° C. and treated dropwise with iodomethane (1.024 mL, 16.45 mmol). The reaction mixture was stirred at 0° C. for 1 hour and allowed to war... Run in CN(C)C=O (DMF), CN(C)C=O (DMF). The yield is 78.7%. Run at temperature 0 celsius, time 1 hour. As a reaction SMILES: [C:1]([O:5][C:6]([NH:8][C@@H:9]1[CH2:14][CH2:13][CH2:12][N:11]([C:15]([O:17][CH2:18][C:19]2[CH:24]=[CH:23][CH:22]=[CH:21][CH:20]=2)=[O:16])[CH2:10]1)=[O:7])([CH3:4])([CH3:3])[CH3:2].[H-].[Na+].I[CH3:28].O>CN(C=O)C>[C:1]([O:5][C:6]([N:8]([CH3:28])[C@@H:9]1[CH2:14][CH2:13][CH2:12][N:11]([C:15]([O:17][CH2:18][C:19]2[CH:24]=[CH:23][CH:22]=[CH:21][CH:20]=2)=[O:16])[CH2:10]1)=[O:7])([CH3:4])([CH3:2])[CH3:3] |f:1.2|. Starting materials: N(=O)OC(C)(C)C (t-butyl nitrite), B(F)(F)F.CCOCC (boron trifluoride diethyl etherate), NC=1C(=NC=CC1)OC(C)C(=O)OC (3-amino-2-{1-(methoxycarbonyl)ethoxy}pyridine), ClCCl (dichloromethane). Solvent: CCCCC (n-pentane), COCCOC (1,2-dimethoxyethane), COCCOC (1,2-dimethoxyethane), C(C)(=O)OC(C)=O (acetic anhydride). Reaction conditions: temperature 70 celsius, time 1 hour. The product is C(C)(=O)OC=1C(=NC=CC1)OC(C)C(=O)OC (3-acetoxy-2-{1-(methoxycarbonyl)ethoxy}pyridine). Reaction SMILES: B(F)(F)F.[CH3:5][CH2:6][O:7][CH2:8][CH3:9].NC1[C:12]([O:17][CH:18]([C:20]([O:22][CH3:23])=[O:21])[CH3:19])=[N:13][CH:14]=[CH:15]C=1.ClCCl.N(OC(C)(C)C)=[O:28]>COCCOC.C(OC(=O)C)(=O)C.CCCCC>[C:6]([O:7][C:8]1[C:12]([O:17][CH:18]([C:20]([O:22][CH3:23])=[O:21])[CH3:19])=[N:13][CH:14]=[CH:15][CH:9]=1)(=[O:28])[CH3:5] |f:0.1|. Procedure: 1.5 ml of boron trifluoride diethyl etherate was added to a mixture of 1.1 g of 3-amino-2-{1-(methoxycarbonyl)ethoxy}pyridine, 3 ml of 1,2-dimethoxyethane and 1 ml of dichloromethane dropwise at −10° C. After mixing for 10 minutes at the same temperature, a solution of 0.80 ml of t-butyl nitrite in 1 ml of 1,2-dimethoxyethane was added to the reaction solution dropwise at −5° C. or lower. After mixing for 30 minutes at the same temperature, n-pentane was poured into the mixture. The lower layer ... Run at time 2 hour. Run in C1CCOC1 (THF), O (H2O). As a reaction SMILES: C([O:3][C:4](=[O:21])[CH2:5][CH:6]1[O:10][B:9]([OH:11])[C:8]2[CH:12]=[C:13]([O:19][CH3:20])[CH:14]=[C:15]([CH2:16][O:17][CH3:18])[C:7]1=2)C.[Li+].[OH-].Cl>C1COCC1.O>[OH:11][B:9]1[C:8]2[CH:12]=[C:13]([O:19][CH3:20])[CH:14]=[C:15]([CH2:16][O:17][CH3:18])[C:7]=2[CH:6]([CH2:5][C:4]([OH:21])=[O:3])[O:10]1 |f:1.2|. Starting materials: C(C)OC(CC1C2=C(B(O1)O)C=C(C=C2COC)OC)=O ((1-hydroxy-6-methoxy-4-methoxymethyl-1,3-dihydro-benzo[c][1,2]oxaborol-3-yl)-acetic acid ethyl ester), [Li+].[OH-] (LiOH), Cl (HCl). Isolated yield 94.0%. Procedure: To a solution of (1-hydroxy-6-methoxy-4-methoxymethyl-1,3-dihydro-benzo[c][1,2]oxaborol-3-yl)-acetic acid ethyl ester (60 g, 0.20 mmol) in THF (3 mL) and H2O (2 mL) was added LiOH (0.048 g) at 0° C. The resulting mixture was stirred at room temperature for 2 hours then cooled to 0° C. and acidified to pH 3 with 6N HCl. The mixture was concentrated in vacuo and the residue purified by silica gel flash column chromatography to give (1-hydroxy-6-methoxy-4-methoxymethyl-1,3-dihydro-benzo[c][1,2]oxab... Product: OB1OC(C2=C1C=C(C=C2COC)OC)CC(=O)O ((1-hydroxy-6-methoxy-4-methoxymethyl-1,3-dihydro-benzo[c][1,2]oxaborol-3-yl)-acetic acid).